Dataset: the Open Reaction Database (ORD), a public repository of structured organic reaction records. Task: describe an organic reaction: reactants, conditions, products, and yield Reactants: C=1C=CC(=CC1)C(C=2C=CC=CC2)(C3CCNCC3)O (azacyclonol), ClCCCC(=O)C1=CC=C(C=C1)C(C)(C)C (4 -chloro-1-[4-(1,1-dimethylethyl)phenyl]-1-butanone). Yields the product CC(C)(C)C=1C=CC(=CC1)C(=O)CCCN2CCC(CC2)C(C=3C=CC=CC3)(C=4C=CC=CC4)O (terfenadone). Reaction SMILES: [CH:1]1[CH:2]=[CH:3][C:4]([C:7]([OH:20])([CH:14]2[CH2:19][CH2:18][NH:17][CH2:16][CH2:15]2)[C:8]2[CH:9]=[CH:10][CH:11]=[CH:12][CH:13]=2)=[CH:5][CH:6]=1.Cl[CH2:22][CH2:23][CH2:24][C:25]([C:27]1[CH:32]=[CH:31][C:30]([C:33]([CH3:36])([CH3:35])[CH3:34])=[CH:29][CH:28]=1)=[O:26]>>[CH3:36][C:33]([C:30]1[CH:31]=[CH:32][C:27]([C:25]([CH2:24][CH2:23][CH2:22][N:17]2[CH2:16][CH2:15][CH:14]([C:7]([OH:20])([C:8]3[CH:13]=[CH:12][CH:11]=[CH:10][CH:9]=3)[C:4]3[CH:3]=[CH:2][CH:1]=[CH:6][CH:5]=3)[CH2:19][CH2:18]2)=[O:26])=[CH:28][CH:29]=1)([CH3:34])[CH3:35]. Procedure: reacting azacyclonol with 4 -chloro-1-[4-(1,1-dimethylethyl)phenyl]-1-butanone to yield terfenadone free-base; Starting materials: NC=1C=C2CC3(C(NC4=NC=CC=C43)=O)CC2=CC1 (5-amino-1,3-dihydrospiro[inden-2,3′-pyrrolo[2,3-b]pyridin]-2′(1′H)-one), ClN1C(CCC1=O)=O (N-chlorosuccinimide). The solvent is C(Cl)Cl (DCM). Run at time 5 hour. Product: NC=1C=C2CC3(C(NC4=NC=CC=C43)=O)CC2=CC1Cl (5-amino-6-chloro-1,3-dihydrospiro[inden-2,3′-pyrrolo[2,3-b]pyridin]-2′(1′H)-one). RXN SMILES: [NH2:1][C:2]1[CH:3]=[C:4]2[C:17](=[CH:18][CH:19]=1)[CH2:16][C:6]1([C:14]3[C:9](=[N:10][CH:11]=[CH:12][CH:13]=3)[NH:8][C:7]1=[O:15])[CH2:5]2.[Cl:20]N1C(=O)CCC1=O>C(Cl)Cl>[NH2:1][C:2]1[CH:3]=[C:4]2[C:17](=[CH:18][C:19]=1[Cl:20])[CH2:16][C:6]1([C:14]3[C:9](=[N:10][CH:11]=[CH:12][CH:13]=3)[NH:8][C:7]1=[O:15])[CH2:5]2. Reported procedure: 0.50 g (2.0 mmol) 5-amino-1,3-dihydrospiro[inden-2,3′-pyrrolo[2,3-b]pyridin]-2′(1′H)-one in 20 ml DCM were combined with 0.27 g (2 mmol) N-chlorosuccinimide versetzt and stirred for 5 h at RT. The mixture was evaporated down and the residue was purified by HPLC. Reactants: 84, ClC1=CC(=C(C=C1)NC1CCN(CC1)C(=O)OCC)[N+](=O)[O-] (ethyl 4-[(4-chloro-2-nitrophenyl)-amino]-1-piperidinecarboxylate), Br (hydrobromic acid). Run in O (water). Yields the product 71, Br.ClC1=CC(=C(C=C1)NC1CCNCC1)[N+](=O)[O-] (N-(4-chloro-2-nitrophenyl)-4-piperidinamine hydrobromide). The yield is 81.0%. RXN SMILES: [Cl:1][C:2]1[CH:7]=[CH:6][C:5]([NH:8][CH:9]2[CH2:14][CH2:13][N:12](C(OCC)=O)[CH2:11][CH2:10]2)=[C:4]([N+:20]([O-:22])=[O:21])[CH:3]=1.[BrH:23]>O>[BrH:23].[Cl:1][C:2]1[CH:7]=[CH:6][C:5]([NH:8][CH:9]2[CH2:14][CH2:13][NH:12][CH2:11][CH2:10]2)=[C:4]([N+:20]([O-:22])=[O:21])[CH:3]=1 |f:3.4|. Procedure: A mixture of 84 parts of ethyl 4-[(4-chloro-2-nitrophenyl)-amino]-1-piperidinecarboxylate and 750 parts of a hydrobromic acid solution 48% in water is stirred and refluxed for 4 hours. The precipitated product is filtered off, washed with water and petroleum-ether, and dried, yielding 71 parts (81%) of N-(4-chloro-2-nitrophenyl)-4-piperidinamine hydrobromide; mp. 275° C. Reactants: CC=1C=2C=C(C=CC2N(C1C=3C=CC(=CC3)O)CC=4C=CC(=CC4)OCCN5CCCCCC5)O (Bazedoxifene), C(C)(C)(C)OC (methyl tert-butyl ether). Solvent: C(C)(=O)O (Acetic acid). Conditions: time 10 minute. Product: CC=1C=2C=C(C=CC2N(C1C=3C=CC(=CC3)O)CC=4C=CC(=CC4)OCCN5CCCCCC5)O.CC(=O)O (bazedoxifene acetate). Reaction SMILES: [CH3:1][C:2]1[C:3]2[CH:4]=[C:5]([OH:35])[CH:6]=[CH:7][C:8]=2[N:9]([CH2:18][C:19]2[CH:20]=[CH:21][C:22]([O:25][CH2:26][CH2:27][N:28]3[CH2:34][CH2:33][CH2:32][CH2:31][CH2:30][CH2:29]3)=[CH:23][CH:24]=2)[C:10]=1[C:11]1[CH:12]=[CH:13][C:14]([OH:17])=[CH:15][CH:16]=1.[C:36]([O:40]C)([CH3:39])(C)C>C(O)(=O)C>[CH3:1][C:2]1[C:3]2[CH:4]=[C:5]([OH:35])[CH:6]=[CH:7][C:8]=2[N:9]([CH2:18][C:19]2[CH:24]=[CH:23][C:22]([O:25][CH2:26][CH2:27][N:28]3[CH2:29][CH2:30][CH2:31][CH2:32][CH2:33][CH2:34]3)=[CH:21][CH:20]=2)[C:10]=1[C:11]1[CH:12]=[CH:13][C:14]([OH:17])=[CH:15][CH:16]=1.[CH3:39][C:36]([OH:40])=[O:17] |f:3.4|. Reported procedure: Bazedoxifene free base (400 mg) and methyl tert-butyl ether (30 mL) are mixed and stirred for about 10 minutes. Acetic acid (0.17 g) is added slowly through a dropper and the mixture is stirred overnight for solid formation. The solid is collected by filtration to afford 250 mg of crystalline bazedoxifene acetate Form D. As a reaction SMILES: [OH:1][CH2:2][CH:3]1[CH2:12][CH2:11][C:10]2[C:5](=[C:6]([CH2:14][CH2:15][CH3:16])[C:7]([OH:13])=[CH:8][CH:9]=2)[O:4]1.[Br:17][CH2:18][CH2:19][CH2:20][CH2:21][CH2:22]Br.C(=O)([O-])[O-].[K+].[K+].[I-].[Na+]>C(C(C)=O)C>[OH:1][CH2:2][CH:3]1[CH2:12][CH2:11][C:10]2[C:5](=[C:6]([CH2:14][CH2:15][CH3:16])[C:7]([O:13][CH2:22][CH2:21][CH2:20][CH2:19][CH2:18][Br:17])=[CH:8][CH:9]=2)[O:4]1 |f:2.3.4,5.6|. The solvent is C(C)C(=O)C (methyl ethyl ketone). The reactants are OCC1OC2=C(C(=CC=C2CC1)O)CCC (2-hydroxymethyl-7-hydroxy-8-n-propylchroman), BrCCCCCBr (1,5-dibromopentane), C([O-])([O-])=O.[K+].[K+] (potassium carbonate), [I-].[Na+] (sodium iodide). Procedure: A 250 ml single neck round bottom flask was charged with 2.70 g (12.15 mmole) of the compound from Example 34, 42 g or 25 ml (182 mmole) of 1,5-dibromopentane, 2.07 g (15 mmole) of anhydrous potassium carbonate, 750 mg (5 mmole) of sodium iodide, and 150 ml of methyl ethyl ketone. The flask was fitted with a magnetic stirring bar and a condenser topped with a calcium chloride drying tube and the reaction was refluxed for 5 days. The undissolved solids were removed by filtration and the filtrate ... Yields the product OCC1OC2=C(C(=CC=C2CC1)OCCCCCBr)CCC (2-hydroxymethyl-7-(5-bromopentoxy)-8-n-propylchroman). Isolated yield 59.6%. Reactants: C(C)OC(=O)C=1C(C2=CC(=CC=C2C1C1=CC=CC=C1)OCCCC1=CC=CC=C1)=O (3-Phenyl-6-(3-phenylpropyloxy)-1-oxo-1H-indene-2-carboxylate ethyl ester), ON (hydroxyamine), Cl (hydrochloric acid), N1=CC=CC=C1 (pyridine). Run at temperature 70 celsius, time 1 hour. The product is C(C)OC(=O)C=1C(C2=CC(=CC=C2C1C1=CC=CC=C1)OCCCC1=CC=CC=C1)=NO (1-hydroxyimino-3-phenyl-6-(3-phenylpropyloxy)-1H-indene-2-carboxylate ethyl ester). Yield: 9.5%. RXN SMILES: [CH2:1]([O:3][C:4]([C:6]1[C:7](=O)[C:8]2[C:13]([C:14]=1[C:15]1[CH:20]=[CH:19][CH:18]=[CH:17][CH:16]=1)=[CH:12][CH:11]=[C:10]([O:21][CH2:22][CH2:23][CH2:24][C:25]1[CH:30]=[CH:29][CH:28]=[CH:27][CH:26]=1)[CH:9]=2)=[O:5])[CH3:2].[OH:32][NH2:33].Cl.N1C=CC=CC=1>>[CH2:1]([O:3][C:4]([C:6]1[C:7](=[N:33][OH:32])[C:8]2[C:13]([C:14]=1[C:15]1[CH:20]=[CH:19][CH:18]=[CH:17][CH:16]=1)=[CH:12][CH:11]=[C:10]([O:21][CH2:22][CH2:23][CH2:24][C:25]1[CH:30]=[CH:29][CH:28]=[CH:27][CH:26]=1)[CH:9]=2)=[O:5])[CH3:2]. Procedure details: 3-Phenyl-6-(3-phenylpropyloxy)-1-oxo-1H-indene-2-carboxylate ethyl ester (2 g, 4.85 mmol) and hydroxyamine.hydrochloric acid (1.01 g, 14.6 mmol) were dissolved in pyridine (1.57 ml, 19.4 mmol). The reaction mixture was stirred for 1 hour at 70° C., and washed with saturated ammonium chloride. The organic layer obtained by extracting the reaction mixture with ethyl acetate was dried over anhydrous magnesium sulfate, concentrated, and the residue was purified by silica gel column chromatography (e... Starting materials: CN1C2=C(NCC3=C1C=CC=C3)C=CC=C2 (10,11-Dihydro-5-methyl-dibenzo[b,e][1,4]diazepine), C(C)(C)N(C(C)C)CC (N,N-diisopropylethyl amine), C1(CCCCC1)C1=CC=C(C(=O)Cl)C=C1 (4-cyclohexylbenzoyl chloride). Run in ClCCl (dichloromethane). Run at time 8 hour. Product: C1(CCCCC1)C1=CC=C(C=C1)C(=O)N1C2=C(N(C3=C(C1)C=CC=C3)C)C=CC=C2 ((4-Cyclohexyl-phenyl)-(5,11-dihydro-5-methyl-10H-dibenzo [b,e][1,4]diazepin-10-yl)-methanone). Yield: 83.3%. Reaction SMILES: [CH3:1][N:2]1[C:8]2[CH:9]=[CH:10][CH:11]=[CH:12][C:7]=2[CH2:6][NH:5][C:4]2[CH:13]=[CH:14][CH:15]=[CH:16][C:3]1=2.C(N(CC)C(C)C)(C)C.[CH:26]1([C:32]2[CH:40]=[CH:39][C:35]([C:36](Cl)=[O:37])=[CH:34][CH:33]=2)[CH2:31][CH2:30][CH2:29][CH2:28][CH2:27]1>ClCCl>[CH:26]1([C:32]2[CH:33]=[CH:34][C:35]([C:36]([N:5]3[CH2:6][C:7]4[CH:12]=[CH:11][CH:10]=[CH:9][C:8]=4[N:2]([CH3:1])[C:3]4[CH:16]=[CH:15][CH:14]=[CH:13][C:4]3=4)=[O:37])=[CH:39][CH:40]=2)[CH2:27][CH2:28][CH2:29][CH2:30][CH2:31]1. Reported procedure: A solution of 10,11-dihydro-5-methyl-dibenzo[b,e][1,4]diazepine of Step C (0.42 g) in dichloromethane (10 mL) containing N,N-diisopropylethyl amine (0.29 g) was treated with 4-cyclohexylbenzoyl chloride (0.50 g). After stirring overnight at room temperature, the reaction mixture was washed with water and saturated aqueous sodium bicarbonate, then dried over anhydrous sodium sulfate. The solution was filtered through a short column of Magnesol® which was eluted with several additional volumes of ... Starting materials: ClCC1=NC(=CC=C1)SC(C)C (2-Chloromethyl-6-isopropylsulfanyl-pyridine), C(C)OC(CCC1=CC(=C(C=C1)O)Cl)=O (3-(3-chloro-4-hydroxy-phenyl)-propionic acid ethyl ester). Yields the product ClC=1C=C(C=CC1OCC1=NC(=CC=C1)SC(C)C)CCC(=O)O (3-[3-chloro-4-(6-isopropylsulfanyl-pyridin-2-ylmethoxy)-phenyl]-propionic acid). The yield is 51.9%. As a reaction SMILES: Cl[CH2:2][C:3]1[CH:8]=[CH:7][CH:6]=[C:5]([S:9][CH:10]([CH3:12])[CH3:11])[N:4]=1.C([O:15][C:16](=[O:27])[CH2:17][CH2:18][C:19]1[CH:24]=[CH:23][C:22]([OH:25])=[C:21]([Cl:26])[CH:20]=1)C>>[Cl:26][C:21]1[CH:20]=[C:19]([CH2:18][CH2:17][C:16]([OH:27])=[O:15])[CH:24]=[CH:23][C:22]=1[O:25][CH2:2][C:3]1[CH:8]=[CH:7][CH:6]=[C:5]([S:9][CH:10]([CH3:12])[CH3:11])[N:4]=1. Procedure details: 2-Chloromethyl-6-isopropylsulfanyl-pyridine (41 mg, 0.20 mmol) obtained in Step C of Preparation Example 16 and 3-(3-chloro-4-hydroxy-phenyl)-propionic acid ethyl ester (51 mg, 0.22 mmol) obtained in Step C of Preparation Example 42 were used to react sequentially in the same manner as in Steps A and B of Example 1 to obtain the title compound (38 mg, 59%). Reactants: C(C)C(CC1=CC=C(C(=O)C2=C(C(=O)O)C=C(C(=C2)C(=O)O)C(C2=CC=C(C=C2)CC(CCCC)CC)=O)C=C1)CCCC (2,5-bis(4-(2-ethylhexyl)benzoyl)terephthalic acid), [H][H] (hydrogen). Reagents/catalysts: [Pd] (palladium on carbon). Solvent: C1CCOC1 (THF). Yields the product C(C)C(CC1=CC=C(CC2=C(C(=O)O)C=C(C(=C2)C(=O)O)CC2=CC=C(C=C2)CC(CCCC)CC)C=C1)CCCC (2,5-Bis(4-(2-ethylhexyl)benzyl)terephthalic acid). RXN SMILES: [CH2:1]([CH:3]([CH2:41][CH2:42][CH2:43][CH3:44])[CH2:4][C:5]1[CH:40]=[CH:39][C:8]([C:9]([C:11]2[CH:19]=[C:18]([C:20]([OH:22])=[O:21])[C:17]([C:23](=O)[C:24]3[CH:29]=[CH:28][C:27]([CH2:30][CH:31]([CH2:36][CH3:37])[CH2:32][CH2:33][CH2:34][CH3:35])=[CH:26][CH:25]=3)=[CH:16][C:12]=2[C:13]([OH:15])=[O:14])=O)=[CH:7][CH:6]=1)[CH3:2].[H][H]>C1COCC1.[Pd]>[CH2:36]([CH:31]([CH2:32][CH2:33][CH2:34][CH3:35])[CH2:30][C:27]1[CH:28]=[CH:29][C:24]([CH2:23][C:17]2[CH:16]=[C:12]([C:13]([OH:15])=[O:14])[C:11]([CH2:9][C:8]3[CH:7]=[CH:6][C:5]([CH2:4][CH:3]([CH2:1][CH3:2])[CH2:41][CH2:42][CH2:43][CH3:44])=[CH:40][CH:39]=3)=[CH:19][C:18]=2[C:20]([OH:22])=[O:21])=[CH:25][CH:26]=1)[CH3:37]. Procedure details: A mixture containing 20.0 grams of 2,5-bis(4-(2-ethylhexyl)benzoyl)terephthalic acid in 1500 mL of THF and 2.9 grams of 10% palladium on carbon (as a catalyst) was heated to 65° C. in an atmosphere of hydrogen at 275 kPa for 17 hours. The mixture was filtered through Celite™ diatomaceous earth filter agent to remove the catalyst. The filtrate was concentrated in vacuo to give 2,5-Bis(4-(2-ethylhexyl)benzyl)terephthalic acid.